From a dataset of the Open Reaction Database (ORD), a public repository of structured organic reaction records. describe an organic reaction: reactants, conditions, products, and yield The reactants are ClC1=C2NC=NC2=NC=N1 (6-chloro-purine), CNCCO (2-(methylamino)ethanol), FC1=CC=C(C=C1)[N+](=O)[O-] (4-fluoronitrobenzene), ClC1=C(C=C(C=C1)N=C=O)C(F)(F)F (4-chloro-3-(trifluoromethyl)phenyl isocyanate). The product is ClC1=C(C=C(C=C1)NC(=O)NC1=CC=C(C=C1)N1C2=NC=NC(=C2N=C1)N(C)CCO)C(F)(F)F (1-(4-Chloro-3-(trifluoromethyl)phenyl)-3-(4-{6-[(2-hydroxyethyl)-methylamino]purin-9-yl}phenyl)urea). Reaction SMILES: Cl[C:2]1[N:10]=[CH:9][N:8]=[C:7]2[C:3]=1[NH:4][CH:5]=[N:6]2.[CH3:11][NH:12][CH2:13][CH2:14][OH:15].F[C:17]1[CH:22]=[CH:21][C:20]([N+:23]([O-])=O)=[CH:19][CH:18]=1.[Cl:26][C:27]1[CH:32]=[CH:31][C:30]([N:33]=[C:34]=[O:35])=[CH:29][C:28]=1[C:36]([F:39])([F:38])[F:37]>>[Cl:26][C:27]1[CH:32]=[CH:31][C:30]([NH:33][C:34]([NH:23][C:20]2[CH:21]=[CH:22][C:17]([N:6]3[CH:5]=[N:4][C:3]4[C:7]3=[N:8][CH:9]=[N:10][C:2]=4[N:12]([CH2:13][CH2:14][OH:15])[CH3:11])=[CH:18][CH:19]=2)=[O:35])=[CH:29][C:28]=1[C:36]([F:37])([F:38])[F:39]. Procedure details: The title compound can be synthesized from 6-chloro-purine, 2-(methylamino)ethanol, 4-fluoronitrobenzene and 4-chloro-3-(trifluoromethyl)phenyl isocyanate by using the same techniques as in Example 35. Starting materials: NC=1C=C(CN2C[C@@H](CC2)NC(OC(C)(C)C)=O)C=CC1 (tert-butyl [(3R)-1-(3-aminobenzyl)-3-pyrrolidinyl]carbamate), N1=CC=CC=C1 (pyridine), CS(=O)(=O)Cl (methanesulfonyl chloride), O (H2O). Solvent: C(Cl)Cl (CH2Cl2). Conditions: time 20 hour. Product: CS(=O)(=O)NC=1C=C(CN2C[C@@H](CC2)NC(OC(C)(C)C)=O)C=CC1 (tert-butyl [(3R)-1-{3-[(methylsulfonyl)amino]benzyl}-3-pyrrolidinyl]carbamate). RXN SMILES: [NH2:1][C:2]1[CH:3]=[C:4]([CH:19]=[CH:20][CH:21]=1)[CH2:5][N:6]1[CH2:10][CH2:9][C@@H:8]([NH:11][C:12](=[O:18])[O:13][C:14]([CH3:17])([CH3:16])[CH3:15])[CH2:7]1.N1C=CC=CC=1.[CH3:28][S:29](Cl)(=[O:31])=[O:30].O>C(Cl)Cl>[CH3:28][S:29]([NH:1][C:2]1[CH:3]=[C:4]([CH:19]=[CH:20][CH:21]=1)[CH2:5][N:6]1[CH2:10][CH2:9][C@@H:8]([NH:11][C:12](=[O:18])[O:13][C:14]([CH3:15])([CH3:16])[CH3:17])[CH2:7]1)(=[O:31])=[O:30]. Reported procedure: To a solution of tert-butyl [(3R)-1-(3-aminobenzyl)-3-pyrrolidinyl]carbamate (659 mg) in CH2Cl2 (6.6 mL) was added pyridine (274 uL) and methanesulfonyl chloride (193 uL), which was stirred at room temperature for 20 hours. To the resultant was added H2O. The mixture was extracted with 1-butanol. The organic phase was washed brine, dried Na2SO4, filtered, and evaporated in vacuo. The residue was purified by column chromatography on silica gel to give tert-butyl [(3R)-1-{3-[(methylsulfonyl)amino]...